Dataset: the Open Reaction Database (ORD), a public repository of structured organic reaction records. Task: describe an organic reaction: reactants, conditions, products, and yield Starting materials: CC1CC2(OCCO2)CCC1=O (7-methyl-1,4-dioxa-spiro[4.5]decan-8-one), [Li+].[B-](CC)(CC)CC (super-hydride). Run in C1CCOC1 (THF). Run at temperature 0 celsius. Yields the product C[C@@H]1CC2(OCCO2)CC[C@@H]1O (cis-7-Methyl-1,4-dioxa-spiro[4.5]decan-8-ol). As a reaction SMILES: [CH3:1][CH:2]1[C:11](=[O:12])[CH2:10][CH2:9][C:4]2([O:8][CH2:7][CH2:6][O:5]2)[CH2:3]1.[Li+].[B-](CC)(CC)CC>C1COCC1>[CH3:1][C@H:2]1[C@@H:11]([OH:12])[CH2:10][CH2:9][C:4]2([O:5][CH2:6][CH2:7][O:8]2)[CH2:3]1 |f:1.2,^1:13|. Procedure details: Dissolve 7-methyl-1,4-dioxa-spiro[4.5]decan-8-one (11.45 g, 67.28 mmol) in THF (300 mL) and cool the solution to 0° C. under N2. Add super-hydride (74.0 mL, 74.0 mmol, 1 M in THF) and stir the reaction mixture overnight. Add water (200 mL), and extract the aqueous layer with dichloromethane (3×300 mL). Combine the organic layers and dry with Na2SO4, filter, concentrate and purify by flash column chromatography (silica gel, 30-50% of EtOAc/Hexane) to give cis-7-Methyl-1,4-dioxa-spiro[4.5]decan-8-... The reactants are CC(CC(=O)OC)COC1=C(C=CC(=C1)[N+](=O)[O-])OC (methyl 3-methyl-4-(2-methoxy-5-nitrophenoxy)butyrate), [H][H] (hydrogen), [H][H] (hydrogen). The reagents and catalysts are [Pd] (palladium on carbon). Solvent: CO (methanol). Product: CC(CC(=O)OC)COC1=C(C=CC(=C1)N)OC (methyl 3-methyl-4-(2-methoxy-5-aminophenoxy)butyrate). As a reaction SMILES: [CH3:1][CH:2]([CH2:8][O:9][C:10]1[CH:15]=[C:14]([N+:16]([O-])=O)[CH:13]=[CH:12][C:11]=1[O:19][CH3:20])[CH2:3][C:4]([O:6][CH3:7])=[O:5].[H][H]>CO.[Pd]>[CH3:1][CH:2]([CH2:8][O:9][C:10]1[CH:15]=[C:14]([NH2:16])[CH:13]=[CH:12][C:11]=1[O:19][CH3:20])[CH2:3][C:4]([O:6][CH3:7])=[O:5]. Procedure: At ambient temperature a rapidly stirred solution of methyl 3-methyl-4-(2-methoxy-5-nitrophenoxy)butyrate(400 mg) in methanol (20 mL) containing 10% palladium on carbon (40 mg) was exposed to an atmosphere of hydrogen. When uptake of hydrogen had ceased the solution was filtered and the filter cake washed with methanol. The combined filtrates were evaporated to dryness under reduced pressure, to give methyl 3-methyl-4-(2-methoxy-5-aminophenoxy)butyrate as an oil. (317 mg) m/Z 254(M+H). Reactants: Cl, O=N[O-], COc1ccc(N)cc1Br, [Na+], [Na+], [OH-], O, O, O, Cl[Sn]Cl. Reaction SMILES: [ClH:23].[N:1]([O-:2])=[O:3].[NH2:5][c:6]1[cH:7][c:8]([Br:14])[c:9]([O:12][CH3:13])[cH:10][cH:11]1.[Na+:21].[Na+:4].[OH-:20].[OH2:15].[OH2:16].[OH2:22].[Sn:17]([Cl:18])[Cl:19]>>[NH2:1][NH:5][c:6]1[cH:7][c:8]([Br:14])[c:9]([O:12][CH3:13])[cH:10][cH:11]1. Product: COc1ccc(NN)cc1Br. Starting materials: F[B-](F)(F)F, CN(C)C=O, CC(C)N1CCN(C(=O)c2ccc3[nH]c(C(=O)O)cc3c2)CC1, CCN(C(C)C)C(C)C, Cl, FC1CCCNC1, CN(C)C(On1nnc2ccccc21)=[N+](C)C. The product is CC(C)N1CCN(C(=O)c2ccc3[nH]c(C(=O)N4CCCC(F)C4)cc3c2)CC1. RXN SMILES: [B-:25]([F:26])([F:27])([F:28])[F:29].[CH3:63][N:64]([CH3:65])[CH:66]=[O:67].[CH:1]([CH3:2])([CH3:3])[N:4]1[CH2:5][CH2:6][N:7]([C:10](=[O:11])[c:12]2[cH:13][c:14]3[cH:15][c:16]([C:21](=[O:22])[OH:23])[nH:17][c:18]3[cH:19][cH:20]2)[CH2:8][CH2:9]1.[CH:54]([N:55]([CH2:56][CH3:57])[CH:58]([CH3:59])[CH3:60])([CH3:61])[CH3:62].[ClH:24].[F:47][CH:48]1[CH2:49][NH:50][CH2:51][CH2:52][CH2:53]1.[n:30]1([O:31][C:32]([N:33]([CH3:34])[CH3:35])=[N+:36]([CH3:37])[CH3:38])[c:39]2[cH:40][cH:41][cH:42][cH:43][c:44]2[n:45][n:46]1>>[CH:1]([CH3:2])([CH3:3])[N:4]1[CH2:5][CH2:6][N:7]([C:10](=[O:11])[c:12]2[cH:13][c:14]3[cH:15][c:16]([C:21](=[O:22])[N:50]4[CH2:49][CH:48]([F:47])[CH2:53][CH2:52][CH2:51]4)[nH:17][c:18]3[cH:19][cH:20]2)[CH2:8][CH2:9]1. Starting materials: CC(C)(C)OC(=O)N1CCCC1C=O, CC(=O)O[BH-](OC(C)=O)OC(C)=O, CNC, CCO, CC(=O)O, ClCCl, [Na+]. Product: CN(C)CC1CCCN1C(=O)OC(C)(C)C. RXN SMILES: [C:1]([CH3:2])([CH3:3])([CH3:4])[O:5][C:6](=[O:7])[N:8]1[CH:9]([CH:10]=[O:11])[CH2:12][CH2:13][CH2:14]1.[C:21]([O:22][BH-:23]([O:24][C:25](=[O:26])[CH3:27])[O:28][C:29](=[O:30])[CH3:31])(=[O:32])[CH3:33].[CH3:15][NH:16][CH3:17].[CH3:18][CH2:19][OH:20].[CH3:35][C:36](=[O:37])[OH:38].[Cl:39][CH2:40][Cl:41].[Na+:34]>>[C:1]([CH3:2])([CH3:3])([CH3:4])[O:5][C:6](=[O:7])[N:8]1[CH:9]([CH2:10][N:16]([CH3:15])[CH3:17])[CH2:12][CH2:13][CH2:14]1. Reactants: BrC1=CC2=C(C=N1)C=C(N2C(=O)OC(C)(C)C)C=2C=NN(C2)C(=O)OC(C)(C)C (tert-Butyl 6-bromo-2-(1-(tert-butoxycarbonyl)-1H-pyrazol-4-yl)-1H-pyrrolo[3,2-c]pyridine-1-carboxylate), COC1=C(C=CC=C1)N (2-methoxyphenyl amine). Yields the product C(C)(C)(C)OC(=O)N1N=CC(=C1)C1=CC=2C=NC(=CC2N1C(=O)OC(C)(C)C)NC1=C(C=CC=C1)OC (tert-Butyl 2-(1-(tert-butoxycarbonyl)-1H-pyrazol-4-yl)-6-(2-methoxyphenylamino)-1H-pyrrolo[3,2-c]pyridine-1-carboxylate). Yield: 48.0%. Reaction SMILES: Br[C:2]1[N:7]=[CH:6][C:5]2[CH:8]=[C:9]([C:18]3[CH:19]=[N:20][N:21]([C:23]([O:25][C:26]([CH3:29])([CH3:28])[CH3:27])=[O:24])[CH:22]=3)[N:10]([C:11]([O:13][C:14]([CH3:17])([CH3:16])[CH3:15])=[O:12])[C:4]=2[CH:3]=1.[CH3:30][O:31][C:32]1[CH:37]=[CH:36][CH:35]=[CH:34][C:33]=1[NH2:38]>>[C:26]([O:25][C:23]([N:21]1[CH:22]=[C:18]([C:9]2[N:10]([C:11]([O:13][C:14]([CH3:16])([CH3:15])[CH3:17])=[O:12])[C:4]3[CH:3]=[C:2]([NH:38][C:33]4[CH:34]=[CH:35][CH:36]=[CH:37][C:32]=4[O:31][CH3:30])[N:7]=[CH:6][C:5]=3[CH:8]=2)[CH:19]=[N:20]1)=[O:24])([CH3:28])([CH3:27])[CH3:29]. Reported procedure: The title compound was prepared in 48% yield from compound 10 and 2-methoxyphenyl amine using the method described for Preparation 35. 1H-NMR (CDCl3, 500 MHz): δ 1.53 (s, 9H), 1.69 (s, 9H), 3.92 (s, 3H), 6.58 (d, J=0.95 Hz, 1H), 6.91-6.99 (m, 3H), 7.08 (br s, 1H), 7.66 (m, 1H), 7.83 (d, J=0.95 Hz, 1H), 7.92-7.95 (m, 1H), 8.33 (d, J=0.63 Hz, 1H), 8.49 (d, J=0.95 Hz, 1H). Starting materials: C[Si](N=S(=O)(OCC(F)(F)F)CCCCl)(C)C (2,2,2-trifluoroethyl N-trimethylsilyl-3-chloropropanesulfonimidate), CO (methanol). Reaction conditions: time 5 hour. Yields the product ClCCCS(=O)(OCC(F)(F)F)=N (2,2,2-Trifluoroethyl 3-Chloropropanesulfonimidate). Yield: 99.0%. RXN SMILES: C[Si](C)(C)[N:3]=[S:4]([CH2:12][CH2:13][CH2:14][Cl:15])([O:6][CH2:7][C:8]([F:11])([F:10])[F:9])=[O:5].CO>>[Cl:15][CH2:14][CH2:13][CH2:12][S:4](=[NH:3])([O:6][CH2:7][C:8]([F:11])([F:9])[F:10])=[O:5]. Procedure details: Reactants used in the general procedure were 2,2,2-trifluoroethyl N-trimethylsilyl-3-chloropropanesulfonimidate (0.005 mol, 1.56 g) and methanol (0.03 mol, 1.3 ml). Reaction temperature was 45° C.; reaction time was 5 hours. The temperature at which volatile materials were removed did not exceed 55° C. and product yield was greater than 99%. The 1H NMR spectrum of the product (90 MHz, 30% in C6H6) exhibited maxima at the following shift values: 1.96 (m, SCH2CH2CH2Cl); 2.93 (apparent triplet with... The reactants are O=C1CCCC(=O)O1, CN(C)c1ccncc1, ClCCl, OCC1c2ccccc2-c2ccccc21. The product is O=C(O)CCCC(=O)OCC1c2ccccc2-c2ccccc21. Reaction SMILES: [C:1]1(=[O:8])[CH2:2][CH2:3][CH2:4][C:5](=[O:6])[O:7]1.[CH3:27][N:28]([c:29]1[cH:30][cH:31][n:32][cH:33][cH:34]1)[CH3:35].[Cl:24][CH2:25][Cl:26].[cH:9]1[cH:10][cH:11][cH:12][c:13]2[c:21]1[CH:20]([CH2:22][OH:23])[c:19]1[c:14]-2[cH:15][cH:16][cH:17][cH:18]1>>[C:1]([CH2:2][CH2:3][CH2:4][C:5](=[O:6])[O:23][CH2:22][CH:20]1[c:19]2[c:14]([cH:15][cH:16][cH:17][cH:18]2)-[c:13]2[cH:12][cH:11][cH:10][cH:9][c:21]21)([OH:7])=[O:8]. The reactants are O=C(Cl)OCCCl, Nc1cc([N+](=O)[O-])c(N)cc1Cl. Product: Nc1cc(Cl)c(NC(=O)OCCCl)cc1[N+](=O)[O-]. As a reaction SMILES: [Cl:13][C:14](=[O:15])[O:16][CH2:17][CH2:18][Cl:19].[Cl:1][c:2]1[c:3]([NH2:12])[cH:4][c:5]([N+:9](=[O:10])[O-:11])[c:6]([NH2:8])[cH:7]1>>[Cl:1][c:2]1[c:3]([NH:12][C:14](=[O:15])[O:16][CH2:17][CH2:18][Cl:19])[cH:4][c:5]([N+:9](=[O:10])[O-:11])[c:6]([NH2:8])[cH:7]1. Reactants: O (H2O), ON1C(C=2C(C1=O)=CC=CC2)=O (N-hydroxyphthalimide), C(C)(C)(C)O[K] (tert-BuOK), C(#N)CCl (cyanomethyl chloride). Run in CN(C)C=O (DMF). Conditions: time 10 minute. Yields the product C(#N)COC1=C2C(C(=O)NC2=O)=CC=C1 (cyanomethoxyphthalimide). Isolated yield 49.5%. As a reaction SMILES: O[N:2]1[C:6](=[O:7])[C:5]2=[CH:8][CH:9]=[CH:10][CH:11]=[C:4]2[C:3]1=[O:12].[C:13]([O:17][K])(C)(C)[CH3:14].C(CCl)#[N:20].O>CN(C=O)C>[C:14]([CH2:13][O:17][C:8]1[CH:9]=[CH:10][CH:11]=[C:4]2[C:3]([NH:2][C:6](=[O:7])[C:5]=12)=[O:12])#[N:20]. Procedure: To a mixture of 16.8 g (0.1 mol) N-hydroxyphthalimide and 12.7 g (0.11 mol) tert-BuOK in 150 mL DMF under stirring was added cyanomethyl chloride (7.8 g, 0.1 mol). Discoloration of the reaction mixture occurred in 10 min. After 24 h of stirring at room temperature the mixture was poured into 750 mL of cold H2O. Precipitate was filtered off and dried under vacuum in the presence of anhydrous CaSO4 to yield about 10 g (50%) of cyanomethoxyphthalimide. To a solution of 10 g (0.05 mol) cyanomethoxyp...